From a dataset of the Open Reaction Database (ORD), a public repository of structured organic reaction records. describe an organic reaction: reactants, conditions, products, and yield The reactants are N (ammonia), C(=O)C1=CC=C(C=C1)S(=O)(=O)Cl (4-formylbenzenesulfonyl chloride). Run in C(Cl)Cl (DCM). Run at time 3 hour. Product: C(=O)C1=CC=C(C=C1)S(=O)(=O)N (4-formyl-benzenesulfonamide). As a reaction SMILES: [NH3:1].[CH:2]([C:4]1[CH:9]=[CH:8][C:7]([S:10](Cl)(=[O:12])=[O:11])=[CH:6][CH:5]=1)=[O:3]>C(Cl)Cl>[CH:2]([C:4]1[CH:9]=[CH:8][C:7]([S:10]([NH2:1])(=[O:12])=[O:11])=[CH:6][CH:5]=1)=[O:3]. Reported procedure: A solution of ammonia (0.5 M in 1,4-dioxane, 5 mL) was added to 4-formylbenzenesulfonyl chloride (0.5 g), followed by DCM (10 mL). The reaction mixture was stirred vigorously for 3 h at RT, then concentrated under reduced pressure. The crude residue was purified by flash chromatography to afford 4-formyl-benzenesulfonamide. MS=183.9 [M−H]−. Starting materials: ClCCC(COC1=CC(=CC(=C1)C)C)O (4-chloro-1-(3,5-dimethylphenoxy)-2-butanol), FC1=CC=C(C=C1)N1CCNCC1 (1-(4-fluorophenyl)piperazine), C([O-])([O-])=O.[Na+].[Na+] (sodium carbonate), [I-].[K+] (potassium iodide). Run in CC(C)O (2-propanol), C(CCC)O (1-butanol). Product: O.Cl.CC=1C=C(OCC(CCN2CCN(CC2)C2=CC=C(C=C2)F)O)C=C(C1)C (1-(3,5-Dimethylphenoxy)-4-[4-(4-fluorophenyl)-1-piperazinyl]-2-butanol monohydrochloride monohydrate), Cl (hydrogen chloride). Reaction SMILES: [Cl:1][CH2:2][CH2:3][CH:4]([OH:15])[CH2:5][O:6][C:7]1[CH:12]=[C:11]([CH3:13])[CH:10]=[C:9]([CH3:14])[CH:8]=1.[F:16][C:17]1[CH:22]=[CH:21][C:20]([N:23]2[CH2:28][CH2:27][NH:26][CH2:25][CH2:24]2)=[CH:19][CH:18]=1.C(=O)([O-])[O-].[Na+].[Na+].[I-].[K+]>CC(O)C.C(O)CCC>[OH2:6].[ClH:1].[CH3:14][C:9]1[CH:8]=[C:7]([CH:12]=[C:11]([CH3:13])[CH:10]=1)[O:6][CH2:5][CH:4]([OH:15])[CH2:3][CH2:2][N:26]1[CH2:25][CH2:24][N:23]([C:20]2[CH:19]=[CH:18][C:17]([F:16])=[CH:22][CH:21]=2)[CH2:28][CH2:27]1.[ClH:1] |f:2.3.4,5.6,9.10.11|. Reported procedure: This compound was prepared according to the procedure of Example 97. A mixture of 2.5 g (0.01 mole) of 4-chloro-1-(3,5-dimethylphenoxy)-2-butanol, 1.8 g (0.01 mole) of 1-(4-fluorophenyl)piperazine, 5.2 g (0.05 mole) of anhydrous sodium carbonate and 0.1 g of potassium iodide in a total volume of 200 ml of 1-butanol gave a golden oil as residue. The hydrochloride was formed in 2-propanol saturated with hydrogen chloride and the collected solid was recrystallized from methanol-water-ethyl ether to... Starting materials: N1(CCNCC1)C=1C=CC=2N(N1)C(=NN2)C(F)(F)F (6-(piperazin-1-yl)-3-(trifluoromethyl)-[1,2,4]triazolo[4,3-b]pyridazine), N1C(=CC2=CC=CC=C12)C=O (1H-indole-2-carbaldehyde). Product: N1C(=CC2=CC=CC=C12)CN1CCN(CC1)C=1C=CC=2N(N1)C(=NN2)C(F)(F)F (6-[4-(1H-indol-2-ylmethyl)piperazin-1-yl]-3-(trifluoromethyl)-[1,2,4]triazolo[4,3-b]pyridazine). Reaction SMILES: [N:1]1([C:7]2[CH:8]=[CH:9][C:10]3[N:11]([C:13]([C:16]([F:19])([F:18])[F:17])=[N:14][N:15]=3)[N:12]=2)[CH2:6][CH2:5][NH:4][CH2:3][CH2:2]1.[NH:20]1[C:28]2[C:23](=[CH:24][CH:25]=[CH:26][CH:27]=2)[CH:22]=[C:21]1[CH:29]=O>>[NH:20]1[C:28]2[C:23](=[CH:24][CH:25]=[CH:26][CH:27]=2)[CH:22]=[C:21]1[CH2:29][N:4]1[CH2:3][CH2:2][N:1]([C:7]2[CH:8]=[CH:9][C:10]3[N:11]([C:13]([C:16]([F:17])([F:18])[F:19])=[N:14][N:15]=3)[N:12]=2)[CH2:6][CH2:5]1. Procedure: Reductive amination of 6-(piperazin-1-yl)-3-(trifluoromethyl)-[1,2,4]triazolo[4,3-b]pyridazine with 1H-indole-2-carbaldehyde was carried out according to General Synthetic Method 7. The crude product was purified by hplc using a Waters XBridge Prep C18 OBD column, 5μ silica, 21 mm diameter, 100 mm length eluted with decreasingly polar mixtures of water (containing 0.05% aqueous ammonia) and acetonitrile as eluents to give 6-[4-(1H-indol-2-ylmethyl)piperazin-1-yl]-3-(trifluoromethyl)-[1,2,4]triaz... Reactants: C(C1=CC=CC=C1)N1C[C@H]([C@@H](C1)C1=C(C=C(C=C1)F)C)NC (rac-[(3S,4R)-1-benzyl-4-(4-fluoro-2-methyl-phenyl)-pyrrolidin-3-yl]-methyl-amine), C(C)N(C(C)C)C(C)C (ethyl-diisopropyl-amine), FC(C=1C=C(C=C(C1)C(F)(F)F)C(C(=O)Cl)(C)C)(F)F (2-(3,5-bis-trifluoromethyl-phenyl)-2-methyl-propionyl chloride). Run in C(Cl)Cl (CH2Cl2), C(Cl)Cl (CH2Cl2). Conditions: time 1 hour. Yields the product C(C1=CC=CC=C1)N1C[C@H]([C@@H](C1)C1=C(C=C(C=C1)F)C)N(C(C(C)(C)C1=CC(=CC(=C1)C(F)(F)F)C(F)(F)F)=O)C (rac-N-[(3S,4R)-1-Benzyl-4-(4-fluoro-2-methyl-phenyl)-pyrrolidin-3-yl]-2-(3,5-bis-trifluoromethyl-phenyl)-N-methyl-isobutyramide). Isolated yield 54.0%. Reaction SMILES: [F:1][C:2]([F:20])([F:19])[C:3]1[CH:4]=[C:5]([C:13]([CH3:18])([CH3:17])[C:14](Cl)=[O:15])[CH:6]=[C:7]([C:9]([F:12])([F:11])[F:10])[CH:8]=1.[CH2:21]([N:28]1[CH2:32][C@@H:31]([C:33]2[CH:38]=[CH:37][C:36]([F:39])=[CH:35][C:34]=2[CH3:40])[C@H:30]([NH:41][CH3:42])[CH2:29]1)[C:22]1[CH:27]=[CH:26][CH:25]=[CH:24][CH:23]=1.C(N(C(C)C)C(C)C)C>C(Cl)Cl>[CH2:21]([N:28]1[CH2:32][C@@H:31]([C:33]2[CH:38]=[CH:37][C:36]([F:39])=[CH:35][C:34]=2[CH3:40])[C@H:30]([N:41]([CH3:42])[C:14](=[O:15])[C:13]([C:5]2[CH:4]=[C:3]([C:2]([F:20])([F:19])[F:1])[CH:8]=[C:7]([C:9]([F:12])([F:11])[F:10])[CH:6]=2)([CH3:18])[CH3:17])[CH2:29]1)[C:22]1[CH:27]=[CH:26][CH:25]=[CH:24][CH:23]=1. Procedure details: A solution of 2-(3,5-bis-trifluoromethyl-phenyl)-2-methyl-propionyl chloride (the preparation of which is described in WO2002079134) (90 mg, 0.28 mmol) in CH2Cl2 (5 ml) was added drop wise to a stirred solution of rac-[(3S,4R)-1-benzyl-4-(4-fluoro-2-methyl-phenyl)-pyrrolidin-3-yl]-methyl-amine (77 mg, 0.26 mmol) and ethyl-diisopropyl-amine (0.07 ml, 0.38 mmol) in CH2Cl2 (5 ml). The reaction mixture was stirred 1 h, concentrated under vacuo and purification by flash chromatography (SiO2, EtOAc/H,... Starting materials: CSc1ccccc1, [O-]Cl, [Na+], C1COCCO1, O. Product: CS(=O)c1ccccc1. As a reaction SMILES: [CH3:1][S:2][c:3]1[cH:4][cH:5][cH:6][cH:7][cH:8]1.[Cl:9][O-:10].[Na+:11].[O:13]1[CH2:14][CH2:15][O:16][CH2:17][CH2:18]1.[OH2:12]>>[CH3:1][S:2]([c:3]1[cH:4][cH:5][cH:6][cH:7][cH:8]1)=[O:10]. The reactants are C1(=CC=CC=C1)C(CN)O (1-phenyl-2-aminoethanol), [Si](C)(C)(C(C)(C)C)Cl (tert-butyldimethylsilyl chloride), CN(C(N(C)C)=N)C (tetramethylguanidine). The solvent is ClCCl (dichloromethane). Reaction conditions: time 15 minute. The product is C1(=CC=CC=C1)C(CN)O[Si](C)(C)C(C)(C)C (2-phenyl-2-tert-butyl dimethylsiloxy-1-ethylamine). Reaction SMILES: [C:1]1([CH:7]([OH:10])[CH2:8][NH2:9])[CH:6]=[CH:5][CH:4]=[CH:3][CH:2]=1.[Si:11](Cl)([C:14]([CH3:17])([CH3:16])[CH3:15])([CH3:13])[CH3:12].CN(C)C(=N)N(C)C>ClCCl>[C:1]1([CH:7]([O:10][Si:11]([C:14]([CH3:17])([CH3:16])[CH3:15])([CH3:13])[CH3:12])[CH2:8][NH2:9])[CH:6]=[CH:5][CH:4]=[CH:3][CH:2]=1. Procedure: To a solution of 1-phenyl-2-aminoethanol (5.323 g, 38.80 mmole) in 50 mL dichloromethane was added tert-butyldimethylsilyl chloride (7.030 g, 46.63 mmole) followed, after 15 minutes by tetramethylguanidine (2.430 g, 21.09 mmole). The reaction mixture was stirred at room temperature for 15 minutes and quenched by addition of water (40 mL). Layers were separated. The aqueous phase was extracted with dichloromethane (40 mL). Combined organic phases were washed with brine (2×50 mL), dried over magne... The reactants are [BH4-], CO, O=C1CCN(C(=O)c2ncc(Cl)cc2NS(=O)(=O)c2ccc(Cl)c(C(F)(F)F)c2)CC1, [Na+], O. Product: O=C(c1ncc(Cl)cc1NS(=O)(=O)c1ccc(Cl)c(C(F)(F)F)c1)N1CCC(O)CC1. As a reaction SMILES: [BH4-:32].[CH3:35][OH:36].[Cl:1][c:2]1[c:3]([C:28]([F:29])([F:30])[F:31])[cH:4][c:5]([S:8](=[O:9])(=[O:10])[NH:11][c:12]2[c:13]([C:19](=[O:20])[N:21]3[CH2:22][CH2:23][C:24](=[O:27])[CH2:25][CH2:26]3)[n:14][cH:15][c:16]([Cl:18])[cH:17]2)[cH:6][cH:7]1.[Na+:33].[OH2:34]>>[Cl:1][c:2]1[c:3]([C:28]([F:29])([F:30])[F:31])[cH:4][c:5]([S:8](=[O:9])(=[O:10])[NH:11][c:12]2[c:13]([C:19](=[O:20])[N:21]3[CH2:22][CH2:23][CH:24]([OH:27])[CH2:25][CH2:26]3)[n:14][cH:15][c:16]([Cl:18])[cH:17]2)[cH:6][cH:7]1.